This data is from the Open Reaction Database (ORD), a public repository of structured organic reaction records. The task is: describe an organic reaction: reactants, conditions, products, and yield Reactants: OCC1(O)[C@H](O)[C@H](O)[C@H](O)CO1 (Psi), [H][H] (hydrogen), C(#N)C1=CC(=C(C=C1)C1=C(SC=C1C1=CC=C(C=C1)OC)/C=C/C(=O)OCC)C ((E)-ethyl 3-(3-(4-cyano-2-methylphenyl)-4-(4-methoxyphenyl)thiophen-2-yl)acrylate). The reagents and catalysts are [Pd] (Pd/C). Run in C(C)O (ethanol). Yields the product C(#N)C1=CC(=C(C=C1)C1=C(SC=C1C1=CC=C(C=C1)OC)CCC(=O)OCC)C (ethyl 3-(3-(4-cyano-2-methylphenyl)-4-(4-methoxyphenyl)thiophen-2-yl)propanoate). Isolated yield 73.7%. Reaction SMILES: [C:1]([C:3]1[CH:8]=[CH:7][C:6]([C:9]2[C:13]([C:14]3[CH:19]=[CH:18][C:17]([O:20][CH3:21])=[CH:16][CH:15]=3)=[CH:12][S:11][C:10]=2/[CH:22]=[CH:23]/[C:24]([O:26][CH2:27][CH3:28])=[O:25])=[C:5]([CH3:29])[CH:4]=1)#[N:2].OCC1(OC[C@@H](O)[C@@H](O)[C@H]1O)O.[H][H]>C(O)C.[Pd]>[C:1]([C:3]1[CH:8]=[CH:7][C:6]([C:9]2[C:13]([C:14]3[CH:19]=[CH:18][C:17]([O:20][CH3:21])=[CH:16][CH:15]=3)=[CH:12][S:11][C:10]=2[CH2:22][CH2:23][C:24]([O:26][CH2:27][CH3:28])=[O:25])=[C:5]([CH3:29])[CH:4]=1)#[N:2]. Reported procedure: To a solution of (E)-ethyl 3-(3-(4-cyano-2-methylphenyl)-4-(4-methoxyphenyl)thiophen-2-yl)acrylate (Scheme I, 5A, X1=4-methoxyphenyl, X2=4-cyano-2-methylphenyl) (0.27 g, 0.669 mmol) in ethanol (40 mL) was added 10% Pd/C (0.25 g), and the reaction mixture was stirred at 20° C. under 20 Psi of hydrogen for 30 h. The reaction mixture was filtrated, and concentrated to give ethyl 3-(3-(4-cyano-2-methylphenyl)-4-(4-methoxyphenyl)thiophen-2-yl)propanoate (Scheme I, 6A, X1=4-methoxyphenyl, X2=4-cyano-2... The reactants are C=C(CC)C(=O)c1ccc(OCC(=O)Cl)c(Cl)c1Cl, NCC(=O)O, C1CCOC1. Product: C=C(CC)C(=O)c1ccc(OCC(=O)NCC(=O)O)c(Cl)c1Cl. RXN SMILES: [Cl:6][c:7]1[c:8]([O:9][CH2:10][C:11](=[O:12])[Cl:13])[cH:14][cH:15][c:16]([C:19]([C:20]([CH2:21][CH3:22])=[CH2:23])=[O:24])[c:17]1[Cl:18].[NH2:1][CH2:2][C:3]([OH:4])=[O:5].[O:25]1[CH2:26][CH2:27][CH2:28][CH2:29]1>>[NH:1]([CH2:2][C:3]([OH:4])=[O:5])[C:11]([CH2:10][O:9][c:8]1[c:7]([Cl:6])[c:17]([Cl:18])[c:16]([C:19]([C:20]([CH2:21][CH3:22])=[CH2:23])=[O:24])[cH:15][cH:14]1)=[O:12]. Starting materials: CC1=C(C(=CC=C1)C)C=1N=C(C2=C(N1)CCN(C2)C2=CC(=NN2C)C(C)C)O (2-(2,6-dimethylphenyl)-6-(3-isopropyl-1-methyl-1H-pyrazol-5-yl)-5,6,7,8-tetrahydropyrido[4,3-d]pyrimidin-4-ol), [Cl-].ClC(C)=[N+](C)C ((1-chloro-ethylidene)-dimethylammonium chloride), C(=O)(O)[O-].[Na+] (NaHCO3). Run in C(Cl)Cl (DCM). Reaction conditions: temperature 0 celsius, time 5 minute. The product is ClC=1C2=C(N=C(N1)C1=C(C=CC=C1C)C)CCN(C2)C2=CC(=NN2C)C(C)C (4-chloro-2-(2,6-dimethylphenyl)-6-(3-isopropyl-1-methyl-1H-pyrazol-5-yl)-5,6,7,8-tetrahydropyrido[4,3-d]pyrimidine). RXN SMILES: [CH3:1][C:2]1[CH:7]=[CH:6][CH:5]=[C:4]([CH3:8])[C:3]=1[C:9]1[N:10]=[C:11](O)[C:12]2[CH2:18][N:17]([C:19]3[N:23]([CH3:24])[N:22]=[C:21]([CH:25]([CH3:27])[CH3:26])[CH:20]=3)[CH2:16][CH2:15][C:13]=2[N:14]=1.[Cl-].[Cl:30]C(=[N+](C)C)C.C([O-])(O)=O.[Na+]>C(Cl)Cl>[Cl:30][C:11]1[C:12]2[CH2:18][N:17]([C:19]3[N:23]([CH3:24])[N:22]=[C:21]([CH:25]([CH3:27])[CH3:26])[CH:20]=3)[CH2:16][CH2:15][C:13]=2[N:14]=[C:9]([C:3]2[C:4]([CH3:8])=[CH:5][CH:6]=[CH:7][C:2]=2[CH3:1])[N:10]=1 |f:1.2,3.4|. Procedure: To a solution of 2-(2,6-dimethylphenyl)-6-(3-isopropyl-1-methyl-1H-pyrazol-5-yl)-5,6,7,8-tetrahydropyrido[4,3-d]pyrimidin-4-ol (2.38 g, 6.3 mmol) in DCM (50 mL) at 0° C., was added (1-chloro-ethylidene)-dimethylammonium chloride (Vilsmeier reagent) (2.421 g, 18.91 mmol). The reaction was stirred at 0° C. for 5 min, then at r.t. for 30 min. Saturated aqueous NaHCO3 was added to quench the reaction. The mixture was extracted with DCM three times. The combined organic layers was dried over Na2SO4. ...